The task is: describe an organic reaction: reactants, conditions, products, and yield. This data is from the Open Reaction Database (ORD), a public repository of structured organic reaction records. Reported procedure: To a 250 mL round-bottomed flask equipped with a magnetic stirrer, a condenser and a nitrogen atmosphere are added 6.00 g (0.0157 mol) of the product of Example 2, 2.08 g (0.0189 mol) of resorcinol, 2.09 g (0.0157 mol) of aluminum chloride and 6 mL of tetramethylene sulfone (sulfolane). The mixture is stirred at 138° C. for six hours, 147° C. for seven hours, 160° C. for 10.5 hours and then allowed to cool to room temperature. A portion of 2N hydrochloric acid is added and the mixture is refluxe... Starting materials: CC1=C(C=CC(=C1)C)C1=NC(=NC(=N1)C1=C(C=C(C=C1)C)C)OC1=CC=CC=C1 (4,6-Bis-(2,4-dimethylphenyl)-2-phenoxy-s-triazine), C1(O)=CC(O)=CC=C1 (resorcinol), [Cl-].[Al+3].[Cl-].[Cl-] (aluminum chloride), C1CCCS1(=O)=O (tetramethylene sulfone), Cl (hydrochloric acid). Run at temperature 160 celsius, time 10.5 hour. Yield: 68.7%. RXN SMILES: [CH3:1][C:2]1[CH:7]=[C:6]([CH3:8])[CH:5]=[CH:4][C:3]=1[C:9]1[N:14]=[C:13]([C:15]2[CH:20]=[CH:19][C:18]([CH3:21])=[CH:17][C:16]=2[CH3:22])[N:12]=[C:11](OC2C=CC=CC=2)[N:10]=1.[C:30]1([CH:37]=[CH:36][CH:35]=[C:33]([OH:34])[CH:32]=1)[OH:31].[Cl-].[Al+3].[Cl-].[Cl-].C1S(=O)(=O)CCC1.Cl>>[CH3:1][C:2]1[CH:7]=[C:6]([CH3:8])[CH:5]=[CH:4][C:3]=1[C:9]1[N:14]=[C:13]([C:15]2[CH:20]=[CH:19][C:18]([CH3:21])=[CH:17][C:16]=2[CH3:22])[N:12]=[C:11]([C:35]2[CH:36]=[CH:37][C:30]([OH:31])=[CH:32][C:33]=2[OH:34])[N:10]=1 |f:2.3.4.5|. Product: CC1=C(C=CC(=C1)C)C1=NC(=NC(=N1)C1=C(C=C(C=C1)C)C)C1=C(C=C(C=C1)O)O (4,6-Bis-(2,4-dimethylphenyl)-2-(2,4-dihydroxyphenyl)-s-triazine). Starting materials: C[N+]1([O-])CCOCC1, CC(C)=O, CC(C)(C)O, C=C(C)COc1ccc2ncn(-c3cc(C(=O)NC4CC4)ccc3C)c(=O)c2c1, [Na+], O, O, O=S([O-])O. Yields the product Cc1ccc(C(=O)NC2CC2)cc1-n1cnc2ccc(OCC(C)(O)CO)cc2c1=O. RXN SMILES: [CH3:30][N+:31]1([O-:32])[CH2:33][CH2:34][O:35][CH2:36][CH2:37]1.[CH3:45][C:46]([CH3:47])=[O:48].[CH3:49][C:50]([OH:51])([CH3:52])[CH3:53].[CH:1]1([NH:4][C:5]([c:6]2[cH:7][c:8](-[n:13]3[cH:14][n:15][c:16]4[cH:17][cH:18][c:19]([O:24][CH2:25][C:26](=[CH2:27])[CH3:28])[cH:20][c:21]4[c:22]3=[O:23])[c:9]([CH3:12])[cH:10][cH:11]2)=[O:29])[CH2:2][CH2:3]1.[Na+:42].[OH2:43].[OH2:44].[S:38](=[O:39])([OH:40])[O-:41]>>[CH:1]1([NH:4][C:5]([c:6]2[cH:7][c:8](-[n:13]3[cH:14][n:15][c:16]4[cH:17][cH:18][c:19]([O:24][CH2:25][C:26]([CH2:27][OH:43])([CH3:28])[OH:44])[cH:20][c:21]4[c:22]3=[O:23])[c:9]([CH3:12])[cH:10][cH:11]2)=[O:29])[CH2:2][CH2:3]1. Starting materials: CCCCOc1nc(N)c2nc(OC)n(CCCBr)c2n1, CO, Cl, C1COCCO1. The product is CCCCOc1nc(N)c2[nH]c(=O)n(CCCBr)c2n1. RXN SMILES: [Br:1][CH2:2][CH2:3][CH2:4][n:5]1[c:6]2[n:7][c:8]([O:17][CH2:18][CH2:19][CH2:20][CH3:21])[n:9][c:10]([NH2:16])[c:11]2[n:12][c:13]1[O:14][CH3:15].[CH3:23][OH:24].[ClH:22].[O:25]1[CH2:26][CH2:27][O:28][CH2:29][CH2:30]1>>[Br:1][CH2:2][CH2:3][CH2:4][n:5]1[c:6]2[n:7][c:8]([O:17][CH2:18][CH2:19][CH2:20][CH3:21])[n:9][c:10]([NH2:16])[c:11]2[nH:12][c:13]1=[O:14].